Dataset: the Open Reaction Database (ORD), a public repository of structured organic reaction records. Task: describe an organic reaction: reactants, conditions, products, and yield The reactants are ClC1=NC(=C(C(=N1)Cl)F)Cl (2,4,6-trichloro-5-fluoropyrimidine), CC1=CC(=NN1)N (5-methyl-1H-pyrazol-3-amine). The solvent is C(C)O (ethanol). Reaction conditions: time 6 hour. Product: ClC1=NC(=C(C(=N1)NC1=NNC(=C1)C)F)Cl (2,6-dichloro-5-fluoro-N-(5-methyl-1H-pyrazol-3-yl)pyrimidin-4-amine). The yield is 70.6%. Reaction SMILES: [Cl:1][C:2]1[N:7]=[C:6]([Cl:8])[C:5]([F:9])=[C:4](Cl)[N:3]=1.[CH3:11][C:12]1[NH:16][N:15]=[C:14]([NH2:17])[CH:13]=1>C(O)C>[Cl:1][C:2]1[N:3]=[C:4]([NH:17][C:14]2[CH:13]=[C:12]([CH3:11])[NH:16][N:15]=2)[C:5]([F:9])=[C:6]([Cl:8])[N:7]=1. Procedure details: To a solution of 2,4,6-trichloro-5-fluoropyrimidine (4.03 g) in absolute ethanol (100 mL) was added DIEPA (5.3 mL) and 5-methyl-1H-pyrazol-3-amine (2.03 g). The resulting solution was stirred at room temperature for 6 hours. The precipitation was filtered and washed with cold ethanol. The compound was dried by vacuum oven give 2,6-dichloro-5-fluoro-N-(5-methyl-1H-pyrazol-3-yl)pyrimidin-4-amine as solid (3.7 g). m/z 262. A mixture of morpholine (0.181 mL), 2,6-dichloro-5-fluoro-N-(5-methyl-1H-pyr...